From a dataset of the Open Reaction Database (ORD), a public repository of structured organic reaction records. describe an organic reaction: reactants, conditions, products, and yield Starting materials: C1CCOC1, Cc1cc(S(C)(=O)=O)cc(C)c1O[Si](C(C)C)(C(C)C)C(C)C, [Li]CCCC, CCOP(=O)(Cl)OCC. Product: CCOP(=O)(CS(=O)(=O)c1cc(C)c(O[Si](C(C)C)(C(C)C)C(C)C)c(C)c1)OCC. As a reaction SMILES: [CH2:38]1[O:39][CH2:40][CH2:41][CH2:42]1.[CH3:1][c:2]1[c:3]([O:4][Si:5]([CH:6]([CH3:7])[CH3:8])([CH:9]([CH3:10])[CH3:11])[CH:12]([CH3:13])[CH3:14])[c:15]([CH3:23])[cH:16][c:17]([S:19](=[O:20])(=[O:21])[CH3:22])[cH:18]1.[CH3:24][CH2:25][CH2:26][CH2:27][Li:28].[P:29]([O:30][CH2:31][CH3:32])([O:33][CH2:34][CH3:35])(=[O:36])[Cl:37]>>[CH3:1][c:2]1[c:3]([O:4][Si:5]([CH:6]([CH3:7])[CH3:8])([CH:9]([CH3:10])[CH3:11])[CH:12]([CH3:13])[CH3:14])[c:15]([CH3:23])[cH:16][c:17]([S:19](=[O:20])(=[O:21])[CH2:22][P:29]([O:30][CH2:31][CH3:32])([O:33][CH2:34][CH3:35])=[O:36])[cH:18]1. The reactants are C[N+](=O)[O-] (MeNO2), COC(CCCOC1=C(C(=CC=C1)C=O)B1OCC(CO1)(C)C)=O (4-[2-(5,5-dimethyl-[1,3,2]dioxaborinan-2-yl)-3-formyl-phenoxy]-butyric acid methyl ester), [OH-].[Na+] (NaOH), CC#N (MeCN), Cl (HCl). Solvent: O (H2O). The product is C(C)OC(CCCOC1=CC=CC2=C1B(OC2C[N+](=O)[O-])O)=O (4-(1-Hydroxy-3-nitromethyl-1,3-dihydro-benzo[c][1,2]oxaborol-7-yloxy)-butyric acid ethyl ester). Reaction SMILES: [CH3:1][N+:2]([O-:4])=[O:3].[CH3:5][O:6][C:7](=[O:28])[CH2:8][CH2:9][CH2:10][O:11][C:12]1[CH:17]=[CH:16][CH:15]=[C:14](C=O)[C:13]=1[B:20]1[O:25][CH2:24]C(C)(C)C[O:21]1.[OH-].[Na+].Cl.[CH3:32]C#N>O>[CH2:5]([O:6][C:7](=[O:28])[CH2:8][CH2:9][CH2:10][O:11][C:12]1[C:13]2[B:20]([OH:21])[O:25][CH:24]([CH2:1][N+:2]([O-:4])=[O:3])[C:14]=2[CH:15]=[CH:16][CH:17]=1)[CH3:32] |f:2.3|. Reported procedure: MeNO2 (1.3 mL, 25 mmol) was added dropwise to a stirred solution of crude 4-[2-(5,5-dimethyl-[1,3,2]dioxaborinan-2-yl)-3-formyl-phenoxy]-butyric acid methyl ester (9.4 g), NaOH (1.0 g, 25 mmol) and H2O (35 mL) in MeCN (90 mL) at rt. The mixture was stirred at rt O/N and then acidified (pH 2) using 4 M HCl. The THF was removed in vacuo and the aqueous layer was extracted with EtOAc. The organic layer was washed with brine, dried (MgSO4), and concentrated in vacuo. The residue was purified by flas... The reactants are C(CC(=O)OC(C)C)(=O)OC(C)C (diisopropyl malonate), S([O-])(O)=O.[Na+].C(=O)C=O (glyoxal sodium bisulfite), C(C(C)N)N (propylenediamine), S1SC(C=C1)C(=O)[O-] (dithiolate), [OH-].[K+] (potassium hydroxide). Run in C(=S)=S (carbon disulfide), O (water). Reaction conditions: time 1 hour. The product is C(C)(C)OC(C(C(=O)OC(C)C)=C1SC2NCC(NC2S1)C)=O (Diisopropyl(3-methyl-2,5-diaza-7,9-dithiabicyclo-[4,3,0]-nonane-8-ylidene)malonate). Reaction SMILES: [S:1](=O)(O)[O-].[Na+].[CH:6]([CH:8]=O)=O.[CH2:10]([NH2:14])[CH:11]([NH2:13])[CH3:12].[S:15]1[CH:19]=CC(C([O-])=O)S1.[C:23]([O:32][CH:33]([CH3:35])[CH3:34])(=[O:31])[CH2:24][C:25]([O:27][CH:28]([CH3:30])[CH3:29])=[O:26].[OH-].[K+]>O.C(=S)=S>[CH:33]([O:32][C:23](=[O:31])[C:24](=[C:19]1[S:15][CH:6]2[CH:8]([NH:14][CH2:10][CH:11]([CH3:12])[NH:13]2)[S:1]1)[C:25]([O:27][CH:28]([CH3:29])[CH3:30])=[O:26])([CH3:35])[CH3:34] |f:0.1.2,6.7|. Reported procedure: To a suspension of 17.4 g of glyoxal sodium bisulfite in 120 ml of water was added dropwise 7.1 g of propylenediamine at 0° C. and the mixture was stirred for 1 hour. Then to this solution was added dropwise at 0° C. the dithiolate solution, which had been prepared previously as follow; To a mixture of 15.04 g of diisopropyl malonate and 6.4 g of carbon disulfide was added dropwise with ice-cooling 23.8 g of 45% aqueous potassium hydroxide solution and was stirred at the same temperature for 1 h... Starting materials: Br, O=C([O-])[O-], CCSc1c(O)cccc1CN(C)C, N#Cc1ccc(Cl)cc1F, [Cs+], [Cs+], CN(C)C=O, O. Yields the product CCSc1c(CN(C)C)cccc1Oc1cc(Cl)ccc1C#N. Reaction SMILES: [BrH:11].[C:26](=[O:27])([O-:28])[O-:29].[CH3:12][N:13]([CH3:14])[CH2:15][c:16]1[c:17]([S:23][CH2:24][CH3:25])[c:18]([OH:22])[cH:19][cH:20][cH:21]1.[Cl:1][c:2]1[cH:3][c:4]([F:10])[c:5]([C:6]#[N:7])[cH:8][cH:9]1.[Cs+:30].[Cs+:31].[O:33]=[CH:34][N:35]([CH3:36])[CH3:37].[OH2:32]>>[Cl:1][c:2]1[cH:3][c:4]([O:22][c:18]2[c:17]([S:23][CH2:24][CH3:25])[c:16]([CH2:15][N:13]([CH3:12])[CH3:14])[cH:21][cH:20][cH:19]2)[c:5]([C:6]#[N:7])[cH:8][cH:9]1. Starting materials: OC(CCCCC)C=1C=C(OCC2=NC3=CC=CC=C3C=C2)C=CC1 ([3-(1-hydroxyhexyl)phenoxymethyl]quinoline), C(C)(=O)OC(C)=O (acetic anhydride). The solvent is N1=CC=CC=C1 (pyridine). Conditions: time 8 hour. The product is C(C)(=O)OC(CCCCC)C=1C=C(OCC2=NC3=CC=CC=C3C=C2)C=CC1 (2-[3-(1-Acetoxyhexyl)phenoxymethyl]quinoline). As a reaction SMILES: [OH:1][CH:2]([C:8]1[CH:9]=[C:10]([CH:23]=[CH:24][CH:25]=1)[O:11][CH2:12][C:13]1[CH:22]=[CH:21][C:20]2[C:15](=[CH:16][CH:17]=[CH:18][CH:19]=2)[N:14]=1)[CH2:3][CH2:4][CH2:5][CH2:6][CH3:7].[C:26](OC(=O)C)(=[O:28])[CH3:27]>N1C=CC=CC=1>[C:26]([O:1][CH:2]([C:8]1[CH:9]=[C:10]([CH:23]=[CH:24][CH:25]=1)[O:11][CH2:12][C:13]1[CH:22]=[CH:21][C:20]2[C:15](=[CH:16][CH:17]=[CH:18][CH:19]=2)[N:14]=1)[CH2:3][CH2:4][CH2:5][CH2:6][CH3:7])(=[O:28])[CH3:27]. Procedure details: To a solution of 2-[[3-(1-hydroxyhexyl)phenoxymethyl]quinoline (1.7 g) in pyridine at 0° C. was added acetic anhydride (2.7 ml). The reaction mixture was stirred overnight at room temperature. The solvent was removed in vacuo to obtain the crude product. Reactants: N(=[N+]=[N-])C[C@H]1N(CC2=CC=CC=C2C1)C(=O)C=1C=C(C(=O)O)C=CC1C=1N(C=C(N1)C(N(CCCC)CCCC)=O)C (3-((S)-3-(azidomethyl)-1,2,3,4-tetrahydroisoquinoline-2-carbonyl)-4-(4-(dibutylcarbamoyl)-1-methyl-1H-imidazol-2-yl)benzoic acid), N(=[N+]=[N-])C[C@H]1N(CC2=CC=CC=C2C1)C(=O)C=1C=C(C(=O)O)C=CC1C=1N(C=C(N1)C(N(CCCC)CCCC)=O)C (3-((S)-3-(azidomethyl)-1,2,3,4-tetrahydroisoquinoline-2-carbonyl)-4-(4-(dibutylcarbamoyl)-1-methyl-1H-imidazol-2-yl)benzoic acid), IC=1C=CC=C2C=CC(=CC12)S(=O)(=O)N (8-iodonaphthalene-2-sulfonamide), IC=1C=CC=C2C=CC(=CC12)S(=O)(=O)N (8-iodonaphthalene-2-sulfonamide). The product is N(=[N+]=[N-])C[C@H]1N(CC2=CC=CC=C2C1)C(=O)C1=C(C=CC(=C1)C(NS(=O)(=O)C1=CC2=C(C=CC=C2C=C1)I)=O)C=1N(C=C(N1)C(=O)N(CCCC)CCCC)C (2-(2-((S)-3-(Azidomethyl)-1,2,3,4-tetrahydroisoquinoline-2-carbonyl)-4-(8-iodonaphthalen-2-ylsulfonylcarbamoyl)phenyl)-N,N-dibutyl-1-methyl-1H-imidazole-4-carboxamide). The yield is 40.8%. RXN SMILES: [N:1]([CH2:4][C@@H:5]1[CH2:14][C:13]2[C:8](=[CH:9][CH:10]=[CH:11][CH:12]=2)[CH2:7][N:6]1[C:15]([C:17]1[CH:18]=[C:19]([CH:23]=[CH:24][C:25]=1[C:26]1[N:27]([CH3:42])[CH:28]=[C:29]([C:31](=[O:41])[N:32]([CH2:37][CH2:38][CH2:39][CH3:40])[CH2:33][CH2:34][CH2:35][CH3:36])[N:30]=1)[C:20](O)=[O:21])=[O:16])=[N+:2]=[N-:3].[I:43][C:44]1[CH:45]=[CH:46][CH:47]=[C:48]2[C:53]=1[CH:52]=[C:51]([S:54]([NH2:57])(=[O:56])=[O:55])[CH:50]=[CH:49]2>>[N:1]([CH2:4][C@@H:5]1[CH2:14][C:13]2[C:8](=[CH:9][CH:10]=[CH:11][CH:12]=2)[CH2:7][N:6]1[C:15]([C:17]1[CH:18]=[C:19]([C:20](=[O:21])[NH:57][S:54]([C:51]2[CH:50]=[CH:49][C:48]3[C:53](=[C:44]([I:43])[CH:45]=[CH:46][CH:47]=3)[CH:52]=2)(=[O:56])=[O:55])[CH:23]=[CH:24][C:25]=1[C:26]1[N:27]([CH3:42])[CH:28]=[C:29]([C:31]([N:32]([CH2:33][CH2:34][CH2:35][CH3:36])[CH2:37][CH2:38][CH2:39][CH3:40])=[O:41])[N:30]=1)=[O:16])=[N+:2]=[N-:3]. Procedure details: Following a procedure analogous to that for the synthesis of Example 271, 3-((S)-3-(azidomethyl)-1,2,3,4-tetrahydroisoquinoline-2-carbonyl)-4-(4-(dibutylcarbamoyl)-1-methyl-1H-imidazol-2-yl)benzoic acid (Intermediate 281D, 120 mg, 0.21 mmol) and 8-iodonaphthalene-2-sulfonamide (Intermediate 8, 139 mg, 0.42 mmol) were converted to the title compound (76 mg, 41%). MS(ESI−) m/z 885.8 (M−H)−. The reactants are CC(=O)N1CCc2sccc2C1, CC(=O)OC(C)=O, CC(=O)O, O=[N+]([O-])O. The product is CC(=O)N1CCc2sc([N+](=O)[O-])cc2C1. Reaction SMILES: [C:8]([CH3:9])(=[O:10])[N:11]1[CH2:12][c:13]2[c:14]([s:17][cH:18][cH:19]2)[CH2:15][CH2:16]1.[CH3:1][C:2]([O:3][C:4](=[O:5])[CH3:6])=[O:7].[CH3:24][C:25](=[O:26])[OH:27].[OH:20][N+:21]([O-:22])=[O:23]>>[C:8]([CH3:9])(=[O:10])[N:11]1[CH2:12][c:13]2[c:14]([s:17][c:18]([N+:21](=[O:20])[O-:22])[cH:19]2)[CH2:15][CH2:16]1. Starting materials: N=C1SC2=C(N1CCCSC)C=CC(=C2)OC(F)(F)F (2-imino-3-(3-methylthiopropyl)-6-trifluoromethoxybenzothiazoline), O (water), ClC1=CC(=CC=C1)C(=O)OO (m-chloroperbenzoic acid). Run in O1CCOCC1 (dioxane). Run at time 72 hour. Yields the product N=C1SC2=C(N1CCCS(=O)C)C=CC(=C2)OC(F)(F)F ((RS)-2-imino-3-(3-methylsulphinylpropyl)-6-trifluoromethoxybenzothiazoline). The yield is 27.2%. As a reaction SMILES: ClC1C=CC=C(C(OO)=[O:9])C=1.[NH:12]=[C:13]1[N:17]([CH2:18][CH2:19][CH2:20][S:21][CH3:22])[C:16]2[CH:23]=[CH:24][C:25]([O:27][C:28]([F:31])([F:30])[F:29])=[CH:26][C:15]=2[S:14]1.O>O1CCOCC1>[NH:12]=[C:13]1[N:17]([CH2:18][CH2:19][CH2:20][S:21]([CH3:22])=[O:9])[C:16]2[CH:23]=[CH:24][C:25]([O:27][C:28]([F:31])([F:29])[F:30])=[CH:26][C:15]=2[S:14]1. Procedure details: 90% m-chloroperbenzoic acid (2.5 g) is added in the course of about 15 minutes, at a temperature close to 20° C., to 2-imino-3-(3-methylthiopropyl)-6-trifluoromethoxybenzothiazoline (4.2 g) in solution in a mixture (100 cc) of water and dioxane (40/60 by volume). The reaction mixture is stirred at the same temperature for 72 hours. After adding to distilled water (500 cc) and neutralising with 1N sodium hydroxide solution, the reaction mixture is extracted with dichloromethane. After drying over...